Dataset: the Open Reaction Database (ORD), a public repository of structured organic reaction records. Task: describe an organic reaction: reactants, conditions, products, and yield Product: ClC1=CC=C(CNC(=O)C2=CN(C3=CC=C(C=C3C2=O)CN2CCOCC2)CCSCC)C=C1 (N-(4-Chlorobenzyl)-1-[2-(ethylsulfanyl)ethyl]-6-(4-morpholinylmethyl)-4-oxo-1,4-dihydro-3-quinolinecarboxamide). Conditions: time 8 hour. Starting materials: ClC1=CC=C(CNC(=O)C=2C=NC3=CC=C(C=C3C2O)CN2CCOCC2)C=C1 (N-(4-chlorobenzyl)-4-hydroxy-6-(4-morpholinylmethyl)-3-quinolinecarboxamide), C1(=CC=CC=C1)P(C1=CC=CC=C1)C1=CC=CC=C1 (triphenylphosphine), C(C)C(CSCC(CC)O)O (ethyl 2-hydroxyethylsulfide), N(=NC(=O)OCC)C(=O)OCC (diethyl azodicarboxylate). Procedure details: A dry flask containing N-(4-chlorobenzyl)-4-hydroxy-6-(4-morpholinylmethyl)-3-quinolinecarboxamide (0.20 gm) from Preparation No. 40 in dry THF (5 mL) under an argon atmosphere is added triphenylphosphine (393 mg), ethyl 2-hydroxyethylsulfide (0.16 mL) and diethyl azodicarboxylate (0.18 mL). The mixture is stirred at room temperature overnight then concentrated under reduced pressure. The crude product is purified by flash column chromatography eluting with 2% to 6% methanol in dichloromethane a... The solvent is C1CCOC1 (THF). RXN SMILES: [Cl:1][C:2]1[CH:29]=[CH:28][C:5]([CH2:6][NH:7][C:8]([C:10]2[CH:11]=[N:12][C:13]3[C:18]([C:19]=2[OH:20])=[CH:17][C:16]([CH2:21][N:22]2[CH2:27][CH2:26][O:25][CH2:24][CH2:23]2)=[CH:15][CH:14]=3)=[O:9])=[CH:4][CH:3]=1.C1(P(C2C=CC=CC=2)C2C=CC=CC=2)C=CC=CC=1.C([CH:51](O)[CH2:52][S:53][CH2:54][CH:55](O)CC)C.N(C(OCC)=O)=NC(OCC)=O>C1COCC1>[Cl:1][C:2]1[CH:29]=[CH:28][C:5]([CH2:6][NH:7][C:8]([C:10]2[C:19](=[O:20])[C:18]3[C:13](=[CH:14][CH:15]=[C:16]([CH2:21][N:22]4[CH2:23][CH2:24][O:25][CH2:26][CH2:27]4)[CH:17]=3)[N:12]([CH2:51][CH2:52][S:53][CH2:54][CH3:55])[CH:11]=2)=[O:9])=[CH:4][CH:3]=1.